This data is from the Open Reaction Database (ORD), a public repository of structured organic reaction records. The task is: describe an organic reaction: reactants, conditions, products, and yield Starting materials: BrC1=C(C(=CC=C1)F)F (1-Bromo-2,3-difluorobenzene), N1=C2C(=CC=C1)CC(CCC2)=O (8,9-dihydro-5H-cyclohepta[b]pyridin-6(7H)-one). Solvent: C1CCOC1 (THF), C1CCOC1 (THF). Conditions: temperature -78 celsius, time 20 minute. Yields the product FC1=C(C=CC=C1F)C1(CC=2C(=NC=CC2)CCC1)O (6-(2,3-Difluorophenyl)-6,7,8,9-tetrahydro-5H-cyclohepta[b]pyridin-6-ol). As a reaction SMILES: Br[C:2]1[CH:7]=[CH:6][CH:5]=[C:4]([F:8])[C:3]=1[F:9].[N:10]1[CH:15]=[CH:14][CH:13]=[C:12]2[CH2:16][C:17](=[O:21])[CH2:18][CH2:19][CH2:20][C:11]=12>C1COCC1>[F:9][C:3]1[C:4]([F:8])=[CH:5][CH:6]=[CH:7][C:2]=1[C:17]1([OH:21])[CH2:18][CH2:19][CH2:20][C:11]2=[N:10][CH:15]=[CH:14][CH:13]=[C:12]2[CH2:16]1. Reported procedure: In an oven-dried 500 mL round-bottomed flask was BuLi (17.19 mL, 43.0 mmol) in THF (100 mL) to give a colorless solution at −78° C. under nitrogen. 1-Bromo-2,3-difluorobenzene (4.81 mL, 43.0 mmol) was added dropwise via syringe. The mixture was stirred at −78° C. for 20 min, and 8,9-dihydro-5H-cyclohepta[b]pyridin-6(7H)-one (4.947 g, 30.7 mmol) (azeotroped with dry benzene and dried under high vac) dissolved in 10 ml THF was added dropwise via canuula (plus 10 ml THF rinse). The mixture was warm... Starting materials: [Na] (sodium), C(C)N1N=CC=2C1=NC(=C(N2)C(=O)O)C2=CC=CC=C2 (1-ethyl-6-phenyl-1H-pyrazolo[3,4-b]pyrazine-5-carboxylic acid), ClCC#N (chloroacetonitrile). Solvent: CN(C=O)C (dimethyl-formamide). Product: C(C)N1N=CC=2C1=NC(=C(N2)C(=O)OCC#N)C2=CC=CC=C2 (1-Ethyl-6-phenyl-1H-pyrazolo[3,4-b]pyrazine-5-carboxylic acid, cyanomethyl ester). RXN SMILES: [Na].[CH2:2]([N:4]1[C:8]2=[N:9][C:10]([C:16]3[CH:21]=[CH:20][CH:19]=[CH:18][CH:17]=3)=[C:11]([C:13]([OH:15])=[O:14])[N:12]=[C:7]2[CH:6]=[N:5]1)[CH3:3].Cl[CH2:23][C:24]#[N:25]>CN(C)C=O>[CH2:2]([N:4]1[C:8]2=[N:9][C:10]([C:16]3[CH:21]=[CH:20][CH:19]=[CH:18][CH:17]=3)=[C:11]([C:13]([O:15][CH2:23][C:24]#[N:25])=[O:14])[N:12]=[C:7]2[CH:6]=[N:5]1)[CH3:3] |^1:0|. Reported procedure: 5.8 g. of the sodium salt of 1-ethyl-6-phenyl-1H-pyrazolo[3,4-b]pyrazine-5-carboxylic acid (0.02 mol.), 1.7 g. of chloroacetonitrile (0.22 mol.) and 70 ml. of dry dimethyl-formamide are heated in an autoclave at 120° for 5 hours. After vacuum removal of the solvent, the residual 1-ethyl-6-phenyl-1H-pyrazolo[3,4-b]pyrazine-5-carboxylic acid, cyano-methyl ester is treated with water, filtered off, again treated with alcohol and then recrystallized from ethanol, yield 3.9 g. (64%), m.p. 102°-103°. Reactants: CC(C)(C)OC(=O)CBr, CCCC[N+](CCCC)(CCCC)CCCC, [K+], [OH-], O=S(=O)([O-])O, CC(C)N(CCCCO)c1cnc(-c2ccccc2)c(-c2ccccc2)n1, c1ccccc1. The product is CC(C)N(CCCCOCC(=O)OC(C)(C)C)c1cnc(-c2ccccc2)c(-c2ccccc2)n1. RXN SMILES: [Br:30][CH2:31][C:32](=[O:33])[O:34][C:35]([CH3:36])([CH3:37])[CH3:38].[CH2:50]([N+:51]([CH2:52][CH2:53][CH2:54][CH3:55])([CH2:56][CH2:57][CH2:58][CH3:59])[CH2:60][CH2:61][CH2:62][CH3:63])[CH2:64][CH2:65][CH3:66].[K+:29].[OH-:28].[S:45]([O-:46])([OH:47])(=[O:48])=[O:49].[c:1]1(-[c:7]2[n:8][cH:9][c:10]([N:19]([CH:20]([CH3:21])[CH3:22])[CH2:23][CH2:24][CH2:25][CH2:26][OH:27])[n:11][c:12]2-[c:13]2[cH:14][cH:15][cH:16][cH:17][cH:18]2)[cH:2][cH:3][cH:4][cH:5][cH:6]1.[cH:39]1[cH:40][cH:41][cH:42][cH:43][cH:44]1>>[c:1]1(-[c:7]2[n:8][cH:9][c:10]([N:19]([CH:20]([CH3:21])[CH3:22])[CH2:23][CH2:24][CH2:25][CH2:26][O:27][CH2:31][C:32](=[O:33])[O:34][C:35]([CH3:36])([CH3:37])[CH3:38])[n:11][c:12]2-[c:13]2[cH:14][cH:15][cH:16][cH:17][cH:18]2)[cH:2][cH:3][cH:4][cH:5][cH:6]1. The reactants are C1CCOC1, ClC(Cl)Cl, CC(C)(C)c1cc2ncc(CO)c(N)n2n1, O=[Mn]=O. Product: CC(C)(C)c1cc2ncc(C=O)c(N)n2n1. As a reaction SMILES: [CH2:17]1[O:18][CH2:19][CH2:20][CH2:21]1.[Cl:22][CH:23]([Cl:24])[Cl:25].[NH2:1][c:2]1[c:3]([CH2:15][OH:16])[cH:4][n:5][c:6]2[n:7]1[n:8][c:9]([C:11]([CH3:12])([CH3:13])[CH3:14])[cH:10]2.[O:26]=[Mn:27]=[O:28]>>[NH2:1][c:2]1[c:3]([CH:15]=[O:16])[cH:4][n:5][c:6]2[n:7]1[n:8][c:9]([C:11]([CH3:12])([CH3:13])[CH3:14])[cH:10]2. The reactants are CC(=O)O[BH-](OC(C)=O)OC(C)=O, Cc1cccc(N2CCNCC2)c1C1=CC(C)(C)CC(C)(C)C1, CCOC(C)=O, CCC=O, [Na+], [Na+], C1CCOC1, O=C([O-])O. The product is CCCN1CCN(c2cccc(C)c2C2=CC(C)(C)CC(C)(C)C2)CC1. Reaction SMILES: [C:28]([O:29][BH-:30]([O:31][C:32](=[O:33])[CH3:34])[O:35][C:36](=[O:37])[CH3:38])(=[O:39])[CH3:40].[CH3:1][c:2]1[c:3]([C:14]2=[CH:15][C:16]([CH3:22])([CH3:23])[CH2:17][C:18]([CH3:20])([CH3:21])[CH2:19]2)[c:4]([N:8]2[CH2:9][CH2:10][NH:11][CH2:12][CH2:13]2)[cH:5][cH:6][cH:7]1.[CH3:47][CH2:48][O:49][C:50](=[O:51])[CH3:52].[CH:24]([CH2:25][CH3:26])=[O:27].[Na+:41].[Na+:42].[O:53]1[CH2:54][CH2:55][CH2:56][CH2:57]1.[OH:43][C:44](=[O:45])[O-:46]>>[CH3:1][c:2]1[c:3]([C:14]2=[CH:15][C:16]([CH3:22])([CH3:23])[CH2:17][C:18]([CH3:20])([CH3:21])[CH2:19]2)[c:4]([N:8]2[CH2:9][CH2:10][N:11]([CH2:24][CH2:25][CH3:26])[CH2:12][CH2:13]2)[cH:5][cH:6][cH:7]1. The reactants are C(C1=CC=CC=C1)OC(N[C@@H](C(CC)C)C(N[C@@]1(CCC=2NC3=C(C=C(C=C3C2C1)Cl)Cl)C(N[C@@H](CC(C)C)C#N)=O)=O)=O ({(5)-1-[(R)-6,8-Dichloro-3-((S)-1-cyano-3-methyl-butylcarbamoyl)-2,3,4,9-tetrahydro-1H-carbazol-3-ylcarbamoyl]-2-methyl-butyl}-carbamic acid benzyl ester), [Cl-].[NH4+] (ammonium chloride), [N-]=[N+]=[N-].[Na+] (sodium azide), 0.026. Run in CN(C)C=O (DMF). Conditions: time 6 hour. Yields the product C(C1=CC=CC=C1)OC(N[C@@H](C(CC)C)C(N[C@@]1(CCC=2NC3=C(C=C(C=C3C2C1)Cl)Cl)C(N[C@@H](CC(C)C)C1=NN=NN1)=O)=O)=O (((S)-1-{(R)-6,8-Dichloro-3-[(S)-3-methyl-1-(1H-tetrazol-5-yl)-butylcarbamoyl]-2,3,4,9-tetrahydro-1H-carbazol-3-ylcarbamoyl}-2-methyl-butyl)-carbamic acid benzyl ester). As a reaction SMILES: [CH2:1]([O:8][C:9](=[O:44])[NH:10][C@H:11]([C:16](=[O:43])[NH:17][C@@:18]1([C:33](=[O:42])[NH:34][C@H:35]([C:40]#[N:41])[CH2:36][CH:37]([CH3:39])[CH3:38])[CH2:30][C:29]2[C:28]3[C:23](=[C:24]([Cl:32])[CH:25]=[C:26]([Cl:31])[CH:27]=3)[NH:22][C:21]=2[CH2:20][CH2:19]1)[CH:12]([CH3:15])[CH2:13][CH3:14])[C:2]1[CH:7]=[CH:6][CH:5]=[CH:4][CH:3]=1.[N-:45]=[N+:46]=[N-:47].[Na+].[Cl-].[NH4+]>CN(C=O)C>[CH2:1]([O:8][C:9](=[O:44])[NH:10][C@H:11]([C:16](=[O:43])[NH:17][C@@:18]1([C:33](=[O:42])[NH:34][C@H:35]([C:40]2[NH:47][N:46]=[N:45][N:41]=2)[CH2:36][CH:37]([CH3:38])[CH3:39])[CH2:30][C:29]2[C:28]3[C:23](=[C:24]([Cl:32])[CH:25]=[C:26]([Cl:31])[CH:27]=3)[NH:22][C:21]=2[CH2:20][CH2:19]1)[CH:12]([CH3:15])[CH2:13][CH3:14])[C:2]1[CH:7]=[CH:6][CH:5]=[CH:4][CH:3]=1 |f:1.2,3.4|. Procedure details: 0.122 g (0.19 mmol) of {(5)-1-[(R)-6,8-Dichloro-3-((S)-1-cyano-3-methyl-butylcarbamoyl)-2,3,4,9-tetrahydro-1H-carbazol-3-ylcarbamoyl]-2-methyl-butyl}-carbamic acid benzyl ester synthesized according to 84 (see below), 0.028 g (0.44 mmol) of sodium azide and 0.026 (0.48 mmol) of ammonium chloride were heated in 2 mL of DMF in a microwave at 110° C. and 100 watt for 6 h. The reaction solution was separated on a preparative HPLC column. Starting materials: C(O)N(C1=NC(=NC(=N1)N(CO)CO)N(CO)CO)CO.OCC1=NN=NC=C1 (hydroxymethyltriazine Hexamethylolmelamine), C(N)(OCCC)=O (n-propyl carbamate), C1(=CC=C(C=C1)S(=O)(=O)O)C (para-toluenesulfonic acid). Run at temperature 95 celsius, time 30 minute. The product is C(O)N(C1=NC(=NC(=N1)N(CO)CO)N(CO)CO)CO (Hexamethylolmelamine). RXN SMILES: [CH2:1]([N:3]([CH2:20][OH:21])[C:4]1[N:9]=[C:8]([N:10]([CH2:13][OH:14])[CH2:11][OH:12])[N:7]=[C:6]([N:15]([CH2:18][OH:19])[CH2:16][OH:17])[N:5]=1)[OH:2].OCC1C=CN=NN=1.C(=O)(OCCC)N.C1(C)C=CC(S(O)(=O)=O)=CC=1>>[CH2:13]([N:10]([CH2:11][OH:12])[C:8]1[N:9]=[C:4]([N:3]([CH2:1][OH:2])[CH2:20][OH:21])[N:5]=[C:6]([N:15]([CH2:18][OH:19])[CH2:16][OH:17])[N:7]=1)[OH:14] |f:0.1|. Procedure details: The general procedure of Example 1 is repeated, substituting the hydroxymethyltriazine Hexamethylolmelamine (10.0 g, 0.0327 mole), n-propyl carbamate (20.2 g, 0.196 mole), and para-toluenesulfonic acid (0.60 g, 0.0035 mole) are stirred at 95° C. in a flask equipped with a vacuum distillation head. During 30 minutes, the pressure is lowered in stages to 50 mm Hg., and 3.24 g. of distillate (mostly water, 92% of theoretical) is collected in the distillate receiver. At room temperature, the product... Starting materials: C(O)([O-])=O.[Na+] (sodium hydrogen-carbonate), O=C(CCCl)C=1C=C2CCC(NC2=CC1)=O (6-(1-oxo-3-chloropropyl)-3,4-dihydrocarbostyril), [I-].[Na+] (sodium iodide), C(C1=CC=CC=C1)C1CCNCC1 (4-benzylpiperidine), C1CCC2=NCCCN2CC1 (DBU). Solvent: C(C)(C)O (isopropanol). Run at time 2 hour. Product: O=C(CCN1CCC(CC1)CC1=CC=CC=C1)C=1C=C2CCC(NC2=CC1)=O (6-[1-oxo-3-(4-benzyl-1-piperidyl)propyl]-3,4-dihydrocarbostyril). RXN SMILES: [O:1]=[C:2]([C:6]1[CH:7]=[C:8]2[C:13](=[CH:14][CH:15]=1)[NH:12][C:11](=[O:16])[CH2:10][CH2:9]2)[CH2:3][CH2:4]Cl.[I-].[Na+].[CH2:19]([CH:26]1[CH2:31][CH2:30][NH:29][CH2:28][CH2:27]1)[C:20]1[CH:25]=[CH:24][CH:23]=[CH:22][CH:21]=1.C1CCN2C(=NCCC2)CC1.C(=O)([O-])O.[Na+]>C(O)(C)C>[O:1]=[C:2]([C:6]1[CH:7]=[C:8]2[C:13](=[CH:14][CH:15]=1)[NH:12][C:11](=[O:16])[CH2:10][CH2:9]2)[CH2:3][CH2:4][N:29]1[CH2:30][CH2:31][CH:26]([CH2:19][C:20]2[CH:25]=[CH:24][CH:23]=[CH:22][CH:21]=2)[CH2:27][CH2:28]1 |f:1.2,5.6|. Reported procedure: 2.4 Grams of 6-(1-oxo-3-chloropropyl)-3,4-dihydrocarbostyril and 1.6 g of sodium iodide were mixed in 60 ml of isopropanol and stirred at 40°-50° C. for 2 hours. Then 2.2 g of 4-benzylpiperidine and 3.0 g of DBU were added to the reaction mixture and refluxed by heating for 6 hours. The reaction mixture was poured into 100 ml of 5%-sodium hydrogen-carbonate aqueous solution and stirred at a room temperature for 1 hour. The insobuble matters fromed were collected by filtration washed with water a...